Dataset: the Open Reaction Database (ORD), a public repository of structured organic reaction records. Task: describe an organic reaction: reactants, conditions, products, and yield The reactants are BrC=1C(=C2CC[C@@H](N(C2=CC1)C(C)=O)C)O (1-[(2S)-6-bromo-5-hydroxy-2-methyl-1,2,3,4-tetrahydroquinolin-1-yl]ethan-1-one), CS(=O)(=O)OCC(Cl)Cl (2,2-dichloroethyl methanesulfonate), C([O-])([O-])=O.[K+].[K+] (potassium carbonate). The solvent is CN(C=O)C (N,N-dimethylformamide). Reaction conditions: temperature 110 celsius, time 48 hour. Product: BrC=1C(=C2CC[C@@H](N(C2=CC1)C(C)=O)C)OCC(Cl)Cl (1-[(2S)-6-bromo-5-(2,2-dichloro ethoxy)-2-methyl-1,2,3,4-tetrahydroquinolin-1-yl]ethan-1-one). Yield: 45.9%. As a reaction SMILES: [Br:1][C:2]1[C:3]([OH:16])=[C:4]2[C:9](=[CH:10][CH:11]=1)[N:8]([C:12](=[O:14])[CH3:13])[C@@H:7]([CH3:15])[CH2:6][CH2:5]2.CS(O[CH2:22][CH:23]([Cl:25])[Cl:24])(=O)=O.C(=O)([O-])[O-].[K+].[K+]>CN(C)C=O>[Br:1][C:2]1[C:3]([O:16][CH2:22][CH:23]([Cl:25])[Cl:24])=[C:4]2[C:9](=[CH:10][CH:11]=1)[N:8]([C:12](=[O:14])[CH3:13])[C@@H:7]([CH3:15])[CH2:6][CH2:5]2 |f:2.3.4|. Procedure: A 40-mL resealable tube was charged with 1-[(2S)-6-bromo-5-hydroxy-2-methyl-1,2,3,4-tetrahydroquinolin-1-yl]ethan-1-one (90 mg, 0.32 mmol), 2,2-dichloroethyl methanesulfonate (82 mg, 0.42 mmol), potassium carbonate (135 mg, 0.96 mmol), and N,N-dimethylformamide (10 mL). The resulting mixture stirred for 48 h at 110° C. After cooling to room temperature, the reaction mixture was filtered and concentrated under reduced pressure. The residue was purified by preparative thin layer chromatography (el... Reactants: C1CCOC1, O=C(O)C(F)(F)F, CCOC(=O)N1CCC(OC)(OC)C(O)C1. Reaction SMILES: [CH2:24]1[O:25][CH2:26][CH2:27][CH2:28]1.[OH:17][C:18]([C:19]([F:20])([F:21])[F:22])=[O:23].[OH:1][CH:2]1[CH2:3][N:4]([C:12](=[O:13])[O:14][CH2:15][CH3:16])[CH2:5][CH2:6][C:7]1([O:8][CH3:11])[O:9][CH3:10]>>[OH:1][CH:2]1[CH2:3][N:4]([C:12](=[O:13])[O:14][CH2:15][CH3:16])[CH2:5][CH2:6][C:7]1=[O:8]. The product is CCOC(=O)N1CCC(=O)C(O)C1. The reactants are CCOCCOc1ccc(CO)cn1, Cc1ccccc1. The product is CCOCCOc1ccc(C=O)cn1. RXN SMILES: [CH2:1]([CH3:2])[O:3][CH2:4][CH2:5][O:6][c:7]1[n:8][cH:9][c:10]([CH2:13][OH:14])[cH:11][cH:12]1.[CH3:15][c:16]1[cH:17][cH:18][cH:19][cH:20][cH:21]1>>[CH2:1]([CH3:2])[O:3][CH2:4][CH2:5][O:6][c:7]1[n:8][cH:9][c:10]([CH:13]=[O:14])[cH:11][cH:12]1. Reactants: BrC=1C=NC(=NC1)N1C=C(C2=CC=C(C=C12)C(=O)N1CCOCC1)SC ((1-(5-bromopyrimidin-2-yl)-3-(methylthio)-1H-indol-6-yl)(morpholino)methanone), C(#N)C=1C=CC(=C(C1)B(O)O)F ((5-cyano-2-fluorophenyl)boronic acid). As a reaction SMILES: Br[C:2]1[CH:3]=[N:4][C:5]([N:8]2[C:16]3[C:11](=[CH:12][CH:13]=[C:14]([C:17]([N:19]4[CH2:24][CH2:23][O:22][CH2:21][CH2:20]4)=[O:18])[CH:15]=3)[C:10]([S:25][CH3:26])=[CH:9]2)=[N:6][CH:7]=1.[C:27]([C:29]1[CH:30]=[CH:31][C:32]([F:38])=[C:33](B(O)O)[CH:34]=1)#[N:28]>>[F:38][C:32]1[CH:33]=[CH:34][C:29]([C:27]#[N:28])=[CH:30][C:31]=1[C:2]1[CH:3]=[N:4][C:5]([N:8]2[C:16]3[C:11](=[CH:12][CH:13]=[C:14]([C:17]([N:19]4[CH2:24][CH2:23][O:22][CH2:21][CH2:20]4)=[O:18])[CH:15]=3)[C:10]([S:25][CH3:26])=[CH:9]2)=[N:6][CH:7]=1. Reported procedure: Synthesized according to general procedure 1 from (1-(5-bromopyrimidin-2-yl)-3-(methylthio)-1H-indol-6-yl)(morpholino)methanone (1.0 g, 2.309 mmol, 1.0 eq) and (5-cyano-2-fluorophenyl)boronic acid (0.451 g, 2.77 mmol, 1.2 eq). Yield: 0.4 g (36% of theory) Yields the product FC1=C(C=C(C#N)C=C1)C=1C=NC(=NC1)N1C=C(C2=CC=C(C=C12)C(=O)N1CCOCC1)SC (4-Fluoro-3-(2-(3-(methylthio)-6-(morpholine-4-carbonyl)-1H-indol-1-yl)pyrimidin-5-yl)benzonitrile). Starting materials: [OH-].[Na+] (sodium hydroxide), [Cl-].C(N)(=O)CC[N+]1=CC=C(C=C1)C#N (N-(2-carbamoylethyl)-4-cyanopyridinium chloride), OCCCC1CCNCC1 (4-hydroxypropylpiperidine), [OH-].[Na+] (sodium hydroxide). Run in O (water), O (water). Conditions: time 1 hour. Yields the product OCCCC1CCN(CC1)C1=CC=NC=C1 (4-(4-Hydroxypropylpiperidin-1-yl)pyridine). Isolated yield 40.3%. As a reaction SMILES: [Cl-].C(CC[N+:7]1[CH:12]=[CH:11][C:10](C#N)=[CH:9][CH:8]=1)(=O)N.[OH:15][CH2:16][CH2:17][CH2:18][CH:19]1[CH2:24][CH2:23][NH:22][CH2:21][CH2:20]1.[OH-].[Na+]>O>[OH:15][CH2:16][CH2:17][CH2:18][CH:19]1[CH2:24][CH2:23][N:22]([C:10]2[CH:11]=[CH:12][N:7]=[CH:8][CH:9]=2)[CH2:21][CH2:20]1 |f:0.1,3.4|. Reported procedure: A solution of N-(2-carbamoylethyl)-4-cyanopyridinium chloride (2.1 g) in water (5 ml) was added dropwise to a stirred mixture of 4-hydroxypropylpiperidine (2.4 g), water (10 ml) and 2.5M sodium hydroxide solution (4.6 ml) cooled in an ice-bath. The mixture was stirred at 0°-5° C. for 1 hour. 2.5M sodium hydroxide solution (7 ml) was added and the mixture heated at reflux for 3 hours. The mixture was cooled in an ice-bath and gummy solid separated out. The aqueous layer was decanted off and the g... Reactants: O=C1C=C2CC[C@H]3[C@@H]4CC[C@@H]([C@@]4(C)CC[C@@H]3[C@]2(CC1)C)C(SC1=NC=CC=C1)=O (S-2-pyridyl 3-oxo-4-androstene-17β-thiocarboxylate), C(C1=CC=CC=C1)(C1=CC=CC=C1)N (benzhydrylamine). The product is C1(=CC=CC=C1)C(NC(=O)[C@@H]1[C@]2(C)[C@@H](CC1)[C@@H]1CCC3=CC(CC[C@]3(C)[C@H]1CC2)=O)C2=CC=CC=C2 (17β-(N-Diphenylmethylcarbamoyl)androsta-4-ene-3-one). Yield: 85.0%. Reaction SMILES: [O:1]=[C:2]1[CH2:19][CH2:18][C@@:17]2([CH3:20])[C:4]([CH2:5][CH2:6][C@@H:7]3[C@@H:16]2[CH2:15][CH2:14][C@@:12]2([CH3:13])[C@H:8]3[CH2:9][CH2:10][C@@H:11]2[C:21](=[O:29])SC2C=CC=CN=2)=[CH:3]1.[CH:30]([NH2:43])([C:37]1[CH:42]=[CH:41][CH:40]=[CH:39][CH:38]=1)[C:31]1[CH:36]=[CH:35][CH:34]=[CH:33][CH:32]=1>>[C:37]1([CH:30]([C:31]2[CH:32]=[CH:33][CH:34]=[CH:35][CH:36]=2)[NH:43][C:21]([C@H:11]2[CH2:10][CH2:9][C@H:8]3[C@H:7]4[C@H:16]([CH2:15][CH2:14][C@:12]23[CH3:13])[C@:17]2([CH3:20])[C:4](=[CH:3][C:2](=[O:1])[CH2:19][CH2:18]2)[CH2:5][CH2:6]4)=[O:29])[CH:38]=[CH:39][CH:40]=[CH:41][CH:42]=1. Procedure details: Following a procedure similar to that described in Example 2(b), but using S-2-pyridyl 3-oxo-4-androstene-17β-thiocarboxylate [prepared as described in Example 2(a)] and benzhydrylamine as starting materials, in relative proportions similar to those used in that Example, the title compound was obtained in a yield of 85%. The reactants are O=C([O-])[O-], Clc1ccc(-c2ccccc2)nn1, O=C(O)C(F)(F)F, [K+], [K+], C1=CC2(CCNCC2)c2ccccc21. The product is C1=CC2(CCN(c3ccc(-c4ccccc4)nn3)CC2)c2ccccc21. RXN SMILES: [C:35](=[O:36])([O-:37])[O-:38].[Cl:1][c:2]1[n:3][n:4][c:5](-[c:8]2[cH:9][cH:10][cH:11][cH:12][cH:13]2)[cH:6][cH:7]1.[F:14][C:15]([F:16])([F:17])[C:18]([OH:19])=[O:20].[K+:39].[K+:40].[NH:21]1[CH2:22][CH2:23][C:24]2([CH:25]=[CH:26][c:27]3[cH:28][cH:29][cH:30][cH:31][c:32]32)[CH2:33][CH2:34]1>>[c:2]1([N:21]2[CH2:22][CH2:23][C:24]3([CH:25]=[CH:26][c:27]4[cH:28][cH:29][cH:30][cH:31][c:32]43)[CH2:33][CH2:34]2)[n:3][n:4][c:5](-[c:8]2[cH:9][cH:10][cH:11][cH:12][cH:13]2)[cH:6][cH:7]1.